This data is from the Open Reaction Database (ORD), a public repository of structured organic reaction records. The task is: describe an organic reaction: reactants, conditions, products, and yield Reactants: C(C)N(CC)CCOC1=CC=C(C(=O)O)C=C1 (4- [2-(N,N-Diethylamino)ethyloxy]benzoic acid), C(=O)([O-])[O-].[Cs+].[Cs+] (Cs2CO3), BrCCCCl (3-bromo-1-chloropropane). Solvent: CN(C)C=O (DMF). Reaction conditions: time 0.5 hour. The product is ClCCCOC1=CC=C(C(=O)OC)C=C1 (Methyl 4-[(3-chloropropyl)oxy]benzoate). RXN SMILES: C(N([CH2:6][CH2:7][O:8][C:9]1[CH:17]=[CH:16][C:12]([C:13]([OH:15])=[O:14])=[CH:11][CH:10]=1)CC)C.[C:18]([O-])([O-])=O.[Cs+].[Cs+].BrCC[CH2:27][Cl:28]>CN(C=O)C>[Cl:28][CH2:27][CH2:6][CH2:7][O:8][C:9]1[CH:17]=[CH:16][C:12]([C:13]([O:15][CH3:18])=[O:14])=[CH:11][CH:10]=1 |f:1.2.3|. Procedure details: A solution of Methyl 4-hydroxy benzoic acid (23-2) (Aldrich) (4.56 g, 30 mmol) in DMF (100 mL) was treated with Cs2CO3 (14.67 g, 45 mmol) at room temperature. After 0.5 hours, 3-bromo-1-chloropropane (5.94 mL, 60 mmol) was added and the solution was stirred for 4 hours. The reaction mixture was filtered and concentrated to give 27-1 as a white solid. Rf (10% EtOAc/hexanes) 0.36. The reactants are C=COC(C)=O, CC(=O)CC(C)C, COc1cccc(CC2=CC(O)CC2=O)c1. Product: COc1cccc(CC2=CC(OC(C)=O)CC2=O)c1. Reaction SMILES: [CH3:17][C:18](=[O:19])[O:20][CH:21]=[CH2:22].[CH3:23][C:24]([CH2:25][CH:26]([CH3:27])[CH3:28])=[O:29].[OH:1][CH:2]1[CH:3]=[C:4]([CH2:8][c:9]2[cH:10][c:11]([O:15][CH3:16])[cH:12][cH:13][cH:14]2)[C:5](=[O:7])[CH2:6]1>>[O:1]([CH:2]1[CH:3]=[C:4]([CH2:8][c:9]2[cH:10][c:11]([O:15][CH3:16])[cH:12][cH:13][cH:14]2)[C:5](=[O:7])[CH2:6]1)[C:18]([CH3:17])=[O:19].